This data is from the Open Reaction Database (ORD), a public repository of structured organic reaction records. The task is: describe an organic reaction: reactants, conditions, products, and yield Reactants: CCOC(C)=O, ClCl, Nc1ccc2ncsc2c1. As a reaction SMILES: [CH3:13][CH2:14][O:15][C:16]([CH3:17])=[O:18].[Cl:11][Cl:12].[NH2:1][c:2]1[cH:3][c:4]2[c:5]([n:6][cH:7][s:8]2)[cH:9][cH:10]1>>[NH2:1][c:2]1[c:3]([Cl:11])[c:4]2[c:5]([n:6][cH:7][s:8]2)[cH:9][cH:10]1. Yields the product Nc1ccc2ncsc2c1Cl. Starting materials: C1(CCCC1)C1=C(C(=C2C(CC(OC2=C1)(C)C)=O)OC)C(C1=CC=C(C=C1)C(F)(F)F)=O (7-Cyclopentyl-5-methoxy-2,2-dimethyl-6-[4-(trifluoromethyl)benzoyl]-2,3-dihydro-4H-chromen-4-one), B(Br)(Br)Br (boron tribromide), B(Br)(Br)Br (boron tribromide), ClCCl (dichloromethane), B(Br)(Br)Br (boron tribromide). The solvent is O (water). Run at temperature -78 celsius, time 1.5 hour. Yields the product C1(CCCC1)C1=C(C(=C2C(CC(OC2=C1)(C)C)=O)O)C(C1=CC=C(C=C1)C(F)(F)F)=O (7-Cyclopentyl-5-hydroxy-2,2-dimethyl-6-[4-(trifluoromethyl)benzoyl]-2,3-dihydro-4H-chromen-4-one). As a reaction SMILES: [CH:1]1([C:6]2[CH:15]=[C:14]3[C:9]([C:10](=[O:18])[CH2:11][C:12]([CH3:17])([CH3:16])[O:13]3)=[C:8]([O:19]C)[C:7]=2[C:21](=[O:32])[C:22]2[CH:27]=[CH:26][C:25]([C:28]([F:31])([F:30])[F:29])=[CH:24][CH:23]=2)[CH2:5][CH2:4][CH2:3][CH2:2]1.ClCCl.B(Br)(Br)Br>O>[CH:1]1([C:6]2[CH:15]=[C:14]3[C:9]([C:10](=[O:18])[CH2:11][C:12]([CH3:16])([CH3:17])[O:13]3)=[C:8]([OH:19])[C:7]=2[C:21](=[O:32])[C:22]2[CH:27]=[CH:26][C:25]([C:28]([F:29])([F:30])[F:31])=[CH:24][CH:23]=2)[CH2:2][CH2:3][CH2:4][CH2:5]1. Reported procedure: Under argon, 3.10 g (6.94 mmol) of 7-cyclopentyl-5-methoxy-2,2-dimethyl-6-[4-(trifluoro-methyl)benzoyl]-2,3-dihydro-4H-chromen-4-one (Example 8A) are dissolved in 30 ml of abs. dichloromethane. The mixture is cooled to −78° C., 6.25 ml (6.25 mmol) of boron tribromide (1 M in dichloromethane) are added and the yellowish solution is stirred at −78° C. After 1.5 h, another 6.25 ml (6.25 mmol) of boron tribromide (1 M in dichloromethane) are added, and stirring of the mixture is continued at −78° C....